From a dataset of the Open Reaction Database (ORD), a public repository of structured organic reaction records. describe an organic reaction: reactants, conditions, products, and yield Reactants: C1(CCCCC1)NC(=O)C1CCNCC1 (Piperidine-4-carboxylic acid cyclohexylamide), CC(=O)C1=CC(=CC=C1)[N+](=O)[O-] (3-nitroacetophenone), [BH4-].[Na+] (NaBH4). Solvent: CO (MeOH). Run at time 18 hour. The product is C1(CCCCC1)NC(=O)C1CCN(CC1)C(C)C1=CC(=CC=C1)[N+](=O)[O-] (rac-1-[1-(3-Nitro-phenyl)-ethyl]-piperidine-4-carboxylic acid cyclohexylamide). Isolated yield 14.6%. Reaction SMILES: [CH:1]1([NH:7][C:8]([CH:10]2[CH2:15][CH2:14][NH:13][CH2:12][CH2:11]2)=[O:9])[CH2:6][CH2:5][CH2:4][CH2:3][CH2:2]1.[CH3:16][C:17]([C:19]1[CH:24]=[CH:23][CH:22]=[C:21]([N+:25]([O-:27])=[O:26])[CH:20]=1)=O.[BH4-].[Na+]>CO>[CH:1]1([NH:7][C:8]([CH:10]2[CH2:11][CH2:12][N:13]([CH:17]([C:19]3[CH:24]=[CH:23][CH:22]=[C:21]([N+:25]([O-:27])=[O:26])[CH:20]=3)[CH3:16])[CH2:14][CH2:15]2)=[O:9])[CH2:2][CH2:3][CH2:4][CH2:5][CH2:6]1 |f:2.3|. Reported procedure: Piperidine-4-carboxylic acid cyclohexylamide (1.5 g 7.132 mmol) and 3-nitroacetophenone (1.77 g, 10.7 mmol) are dissolved in MeOH (40 mL). Tetraisopropyl-orthotitanate (3.167 mL, 10.7 mmol) is added and the mixture is stirred at RT for 18 h. NaBH4 (539.6 mg, 14.3 mmol) is added carefully. The mixture is evaporated under reduced pressure. DCM (25 mL) and water (25 mL) are added, following by 1 M NaOH solution (50 mL). The organic phase is separated and the aqueous phase is extracted with DCM (25 ...